The task is: describe an organic reaction: reactants, conditions, products, and yield. This data is from the Open Reaction Database (ORD), a public repository of structured organic reaction records. Starting materials: COC(CC=1C=C(C(=CC1)OC)C1=C(C=C(C=C1)C(F)(F)F)C=O)=O ((2′-formyl-6-methoxy-4′-trifluoromethyl-biphenyl-3-yl)-acetic acid methyl ester), C1(CCC1)N (cyclobutylamine). Yields the product COC(CC=1C=C(C(=CC1)OC)C1=C(C=C(C=C1)C(F)(F)F)CNC1CCC1)=O ((2′-Cyclobutylaminomethyl-6-methoxy-4′-trifluoromethyl-biphenyl-3-yl)-acetic acid methyl ester). RXN SMILES: [CH3:1][O:2][C:3](=[O:25])[CH2:4][C:5]1[CH:6]=[C:7]([C:13]2[CH:18]=[CH:17][C:16]([C:19]([F:22])([F:21])[F:20])=[CH:15][C:14]=2[CH:23]=O)[C:8]([O:11][CH3:12])=[CH:9][CH:10]=1.[CH:26]1([NH2:30])[CH2:29][CH2:28][CH2:27]1>>[CH3:1][O:2][C:3](=[O:25])[CH2:4][C:5]1[CH:6]=[C:7]([C:13]2[CH:18]=[CH:17][C:16]([C:19]([F:22])([F:21])[F:20])=[CH:15][C:14]=2[CH2:23][NH:30][CH:26]2[CH2:29][CH2:28][CH2:27]2)[C:8]([O:11][CH3:12])=[CH:9][CH:10]=1. Procedure details: Prepared according to the procedure described in Example 1, Step 5, using the following starting materials: (2′-formyl-6-methoxy-4′-trifluoromethyl-biphenyl-3-yl)-acetic acid methyl ester and cyclobutylamine. Procedure: The reaction procedure of Example 85 was followed except that 1.576 g (10 mmol) of 2-chloronicotinic acid, 10 ml of thionyl chloride, two droplets of DMF, 837 mg of ammonium thiocyanate, 10 ml of acetone, 3.986 g of 4-acetyl-N-ethylaniline and 10 ml of acetone were used. The resulting crude product was then recrystallized from ethanol to obtain 2.729 g of 2-[N-ethyl-N-(4-acetylphenyl)amino]-4H-pyrido[3,2-e]-1,3-thiazin-4-one. Isolated yield 83.9%. The product is C(C)N(C1=CC=C(C=C1)C(C)=O)C=1SC2=C(C(N1)=O)C=CC=N2 (2-[N-ethyl-N-(4-acetylphenyl)amino]-4H-pyrido[3,2-e]-1,3-thiazin-4-one). Reactants: ClC1=C(C(=O)O)C=CC=N1 (2-chloronicotinic acid), C(C)(=O)C1=CC=C(NCC)C=C1 (4-acetyl-N-ethylaniline), S(=O)(Cl)Cl (thionyl chloride), [S-]C#N.[NH4+] (ammonium thiocyanate). Solvent: CC(=O)C (acetone), CN(C)C=O (DMF), CC(=O)C (acetone). As a reaction SMILES: Cl[C:2]1[N:10]=[CH:9][CH:8]=[CH:7][C:3]=1[C:4]([OH:6])=O.S(Cl)(Cl)=O.[S-:15][C:16]#[N:17].[NH4+].[C:19]([C:22]1[CH:30]=[CH:29][C:25]([NH:26][CH2:27][CH3:28])=[CH:24][CH:23]=1)(=[O:21])[CH3:20]>CC(C)=O.CN(C=O)C>[CH2:27]([N:26]([C:16]1[S:15][C:2]2[N:10]=[CH:9][CH:8]=[CH:7][C:3]=2[C:4](=[O:6])[N:17]=1)[C:25]1[CH:29]=[CH:30][C:22]([C:19](=[O:21])[CH3:20])=[CH:23][CH:24]=1)[CH3:28] |f:2.3|. Starting materials: [N+](=O)([O-])C1=CC=C(C=C1)NNC(=O)N(C1=C2C(N(C(C2=CC=C1)=O)C)=O)C (1-p-Nitrophenyl-4-methyl-4-(2-methyl-1,3-dioxoisoindolin-4-yl)semicarbazide), [H][H] (hydrogen). The reagents and catalysts are [Pd] (palladium on carbon). Solvent: O1CCCC1 (tetrahydrofuran). The product is NC1=CC=C(C=C1)NNC(=O)N(C1=C2C(N(C(C2=CC=C1)=O)C)=O)C (1-p-Aminophenyl-4-methyl-4-(2-methyl-1,3-dioxoisoindolin-4-yl)semicarbazide). The yield is 87.0%. RXN SMILES: [N+:1]([C:4]1[CH:9]=[CH:8][C:7]([NH:10][NH:11][C:12]([N:14]([CH3:27])[C:15]2[CH:23]=[CH:22][CH:21]=[C:20]3[C:16]=2[C:17](=[O:26])[N:18]([CH3:25])[C:19]3=[O:24])=[O:13])=[CH:6][CH:5]=1)([O-])=O.[H][H]>O1CCCC1.[Pd]>[NH2:1][C:4]1[CH:9]=[CH:8][C:7]([NH:10][NH:11][C:12]([N:14]([CH3:27])[C:15]2[CH:23]=[CH:22][CH:21]=[C:20]3[C:16]=2[C:17](=[O:26])[N:18]([CH3:25])[C:19]3=[O:24])=[O:13])=[CH:6][CH:5]=1. Reported procedure: 1-p-Nitrophenyl-4-methyl-4-(2-methyl-1,3-dioxoisoindolin-4-yl)semicarbazide (2.6 g) was dissolved in 300 ml tetrahydrofuran and a catalytic amount (about 200 mg) of 10% palladium on carbon was added. The mixture was hydrogenated on a Parr hydrogenation apparatus overnight at 40 psi hydrogen pressure. The mixture was filtered and the solvent was evaporated to give 2.0 g (87% yield).